This data is from the Open Reaction Database (ORD), a public repository of structured organic reaction records. The task is: describe an organic reaction: reactants, conditions, products, and yield Starting materials: C(C1=CC=CC=C1)(=O)C1=CC2=C(C(=C2)CO)C=C1O (4-benzoyl-5-hydroxybenzocyclobutene-1-methanol), C(C)(=O)O (acetic acid). The reagents and catalysts are [O-2].[O-2].[O-2].[Cr+6] (chromium trioxide). Run at time 16 hour. The product is C(C1=CC=CC=C1)(=O)C1=CC2=C(C(=C2)C(=O)O)C=C1O (4-benzoyl-5-hydroxybenzocyclobutene-1-carboxylic acid). Reaction SMILES: [C:1]([C:9]1[C:18]([OH:19])=[CH:17][C:12]2[C:13]([CH2:15][OH:16])=[CH:14][C:11]=2[CH:10]=1)(=[O:8])[C:2]1[CH:7]=[CH:6][CH:5]=[CH:4][CH:3]=1.C(O)(=[O:22])C>[O-2].[O-2].[O-2].[Cr+6]>[C:1]([C:9]1[C:18]([OH:19])=[CH:17][C:12]2[C:13]([C:15]([OH:22])=[O:16])=[CH:14][C:11]=2[CH:10]=1)(=[O:8])[C:2]1[CH:3]=[CH:4][CH:5]=[CH:6][CH:7]=1 |f:2.3.4.5|. Reported procedure: 1.0 g of 4-benzoyl-5-hydroxybenzocyclobutene-1-methanol is dissolved in 50 ml of acetic acid and then 4.0 g of chromium trioxide are added in portions. The whole is stirred for 16 hours at 40°, concentrated to dryness by evaporation under reduced pressure, taken up in 20 ml of water and extracted by shaking with 80 ml of dichloromethane. The organic phase is dried over magnesium sulphate and concentrated by evaporation. After recrystallisation of the residue from ether/hexane, 4-benzoyl-5-hydrox... Reactants: C(C)(C)(C)OC(=O)N1CCC(CC1)OC=1C(=C2C=C(N=CC2=CC1)Cl)Br (4-(5-Bromo-3-chloro-isoquinolin-6-yloxy)-piperidine-1-carboxylic acid tert-butyl ester), FC1=CC=C(C=C1)B(O)O (4-fluoro-benzene-boronic acid), C(=O)([O-])[O-].[Na+].[Na+] (Na2CO3). The reagents and catalysts are C=1C=CC(=CC1)[P](C=2C=CC=CC2)(C=3C=CC=CC3)[Pd]([P](C=4C=CC=CC4)(C=5C=CC=CC5)C=6C=CC=CC6)([P](C=7C=CC=CC7)(C=8C=CC=CC8)C=9C=CC=CC9)[P](C=1C=CC=CC1)(C=1C=CC=CC1)C=1C=CC=CC1 (Pd(PPh3)4). The solvent is O1CCOCC1 (dioxane), O (water). Reaction conditions: temperature 100 celsius. Yields the product C(C)(C)(C)OC(=O)N1CCC(CC1)OC=1C(=C2C=C(N=CC2=CC1)Cl)C1=CC=C(C=C1)F (4-[3-Chloro-5-(4-fluoro-phenyl)-isoquinolin-6-yloxy]-piperidine-1-carboxylic acid tert-butyl ester). Isolated yield 44.0%. RXN SMILES: [C:1]([O:5][C:6]([N:8]1[CH2:13][CH2:12][CH:11]([O:14][C:15]2[C:16](Br)=[C:17]3[C:22](=[CH:23][CH:24]=2)[CH:21]=[N:20][C:19]([Cl:25])=[CH:18]3)[CH2:10][CH2:9]1)=[O:7])([CH3:4])([CH3:3])[CH3:2].[F:27][C:28]1[CH:33]=[CH:32][C:31](B(O)O)=[CH:30][CH:29]=1.C([O-])([O-])=O.[Na+].[Na+]>O1CCOCC1.O.C1C=CC([P]([Pd]([P](C2C=CC=CC=2)(C2C=CC=CC=2)C2C=CC=CC=2)([P](C2C=CC=CC=2)(C2C=CC=CC=2)C2C=CC=CC=2)[P](C2C=CC=CC=2)(C2C=CC=CC=2)C2C=CC=CC=2)(C2C=CC=CC=2)C2C=CC=CC=2)=CC=1>[C:1]([O:5][C:6]([N:8]1[CH2:13][CH2:12][CH:11]([O:14][C:15]2[C:16]([C:31]3[CH:32]=[CH:33][C:28]([F:27])=[CH:29][CH:30]=3)=[C:17]3[C:22](=[CH:23][CH:24]=2)[CH:21]=[N:20][C:19]([Cl:25])=[CH:18]3)[CH2:10][CH2:9]1)=[O:7])([CH3:4])([CH3:3])[CH3:2] |f:2.3.4,^1:53,55,74,93|. Procedure details: 150 mg of 4-(5-Bromo-3-chloro-isoquinolin-6-yloxy)-piperidine-1-carboxylic acid tert-butyl ester (181) were dissolved in a mixture of 9 ml of dioxane and 3 ml of water, 47 mg of 4-fluoro-benzene-boronic acid, 47 mg of Na2CO3 and 40 mg of Pd(PPh3)4 were added and the resulting mixture was heated to 100° C. for 6 h. The solvent was removed in vacuo and the residue subjected to chromatography on a HPLC system. Yield: 44% LCMS: detected mass: 457.22, Rt=2.45 min (Method #1) Starting materials: C1CCOC1, CCCC(Oc1ccc(-n2cc(C(F)(F)F)cn2)cc1C)c1ccc(C(=O)O)cc1, CCN(C(C)C)C(C)C, Cl, CCOC(=O)CCN, O, On1nnc2ccccc21. Product: CCCC(Oc1ccc(-n2cc(C(F)(F)F)cn2)cc1C)c1ccc(C(=O)NCCC(=O)OCC)cc1. As a reaction SMILES: [CH2:60]1[O:61][CH2:62][CH2:63][CH2:64]1.[CH3:10][c:11]1[c:12]([O:13][CH:14]([CH2:15][CH2:16][CH3:17])[c:18]2[cH:19][cH:20][c:21]([C:22](=[O:23])[OH:24])[cH:25][cH:26]2)[cH:27][cH:28][c:29](-[n:31]2[n:32][cH:33][c:34]([C:36]([F:37])([F:38])[F:39])[cH:35]2)[cH:30]1.[CH:51]([N:52]([CH2:53][CH3:54])[CH:55]([CH3:56])[CH3:57])([CH3:58])[CH3:59].[ClH:1].[NH2:2][CH2:3][CH2:4][C:5](=[O:6])[O:7][CH2:8][CH3:9].[OH2:50].[OH:40][n:41]1[c:42]2[c:43]([cH:44][cH:45][cH:46][cH:47]2)[n:48][n:49]1>>[NH:2]([CH2:3][CH2:4][C:5](=[O:6])[O:7][CH2:8][CH3:9])[C:22]([c:21]1[cH:20][cH:19][c:18]([CH:14]([O:13][c:12]2[c:11]([CH3:10])[cH:30][c:29](-[n:31]3[n:32][cH:33][c:34]([C:36]([F:37])([F:38])[F:39])[cH:35]3)[cH:28][cH:27]2)[CH2:15][CH2:16][CH3:17])[cH:26][cH:25]1)=[O:23]. Starting materials: ClC(Cl)Cl, O=c1cc(Nc2ccccc2)n(-c2ccccc2)c2nc(CO)c(F)cc12. Product: O=Cc1nc2c(cc1F)c(=O)cc(Nc1ccccc1)n2-c1ccccc1. As a reaction SMILES: [Cl:28][CH:29]([Cl:30])[Cl:31].[NH:1]([c:2]1[cH:3][cH:4][cH:5][cH:6][cH:7]1)[c:8]1[n:9](-[c:22]2[cH:23][cH:24][cH:25][cH:26][cH:27]2)[c:10]2[n:11][c:12]([CH2:20][OH:21])[c:13]([F:19])[cH:14][c:15]2[c:16](=[O:18])[cH:17]1>>[NH:1]([c:2]1[cH:3][cH:4][cH:5][cH:6][cH:7]1)[c:8]1[n:9](-[c:22]2[cH:23][cH:24][cH:25][cH:26][cH:27]2)[c:10]2[n:11][c:12]([CH:20]=[O:21])[c:13]([F:19])[cH:14][c:15]2[c:16](=[O:18])[cH:17]1. The reactants are CC(=O)C (acetone), COCC(CC1=CC=CC=C1)O (1-methoxy-3-phenyl-2-propanol). Run in CC(C)O (2-propanol). Run at time 30 minute. The product is COCC(=O)CC1=CC=CC=C1 (1-Methoxy-3-phenylacetone). Yield: 73.4%. As a reaction SMILES: CC(C)=O.[CH3:5][O:6][CH2:7][CH:8]([OH:16])[CH2:9][C:10]1[CH:15]=[CH:14][CH:13]=[CH:12][CH:11]=1>CC(O)C>[CH3:5][O:6][CH2:7][C:8]([CH2:9][C:10]1[CH:15]=[CH:14][CH:13]=[CH:12][CH:11]=1)=[O:16]. Reported procedure: 20.4 ml of a Jone's reagent was slowly added dropwise into 200 ml of an acetone solution containing 5.1 g of 1-methoxy-3-phenyl-2-propanol. After stirring for 30 minutes at room temperature, 30 ml of 2-propanol was slowly added to the reaction solution. After removing the solvent, water was added thereto and the mixture was extracted with ethyl acetate. The organic phase was washed with brine and the solvent was removed. The residue was subjected to silica gel column chromatography and elute wit... Product: CS(=O)(=O)CCc1ccc(O)c(F)c1. Reaction SMILES: [CH2:1]([c:2]1[cH:3][cH:4][cH:5][cH:6][cH:7]1)[O:8][c:9]1[c:10]([F:21])[cH:11][c:12]([CH2:15][CH2:16][S:17](=[O:18])(=[O:19])[CH3:20])[cH:13][cH:14]1.[CH3:22][OH:23]>>[OH:8][c:9]1[c:10]([F:21])[cH:11][c:12]([CH2:15][CH2:16][S:17](=[O:18])(=[O:19])[CH3:20])[cH:13][cH:14]1. The reactants are CS(=O)(=O)CCc1ccc(OCc2ccccc2)c(F)c1, CO.